This data is from the Open Reaction Database (ORD), a public repository of structured organic reaction records. The task is: describe an organic reaction: reactants, conditions, products, and yield Starting materials: Cl (HCl), Cl (HCl), FC1=CC2=C(C(=NO2)C2CCN(CC2)CCCCN2C(C=3C(C2=O)=CC=CC3)=O)C=C1 (N-[4-[4-(6-fluoro-1,2-benzisoxazol-3-yl)piperidinyl]butyl]phthalimide), NN (hydrazine). Run in CO (methanol), C(C)O (ethanol), CO (methanol), O (water). Yields the product Cl.Cl.NCCCCN1CCC(CC1)C1=NOC2=C1C=CC(=C2)F (1-(4-aminobutyl)-4-(6-fluoro-1,2-benzisoxazol-3-yl)piperidine dihydrochloride). Reaction SMILES: [F:1][C:2]1[CH:31]=[CH:30][C:5]2[C:6]([CH:9]3[CH2:14][CH2:13][N:12]([CH2:15][CH2:16][CH2:17][CH2:18][N:19]4C(=O)C5=CC=CC=C5C4=O)[CH2:11][CH2:10]3)=[N:7][O:8][C:4]=2[CH:3]=1.NN.[ClH:34]>CO.O.C(O)C>[ClH:34].[ClH:34].[NH2:19][CH2:18][CH2:17][CH2:16][CH2:15][N:12]1[CH2:13][CH2:14][CH:9]([C:6]2[C:5]3[CH:30]=[CH:31][C:2]([F:1])=[CH:3][C:4]=3[O:8][N:7]=2)[CH2:10][CH2:11]1 |f:6.7.8|. Reported procedure: A mixture of N-[4-[4-(6-fluoro-1,2-benzisoxazol-3-yl)piperidinyl]butyl]phthalimide (6.9 g, 16.4 mmol) and hydrazine monohyrate (1.64 g, 32.8 mmol) in methanol (70 ml) was heated at reflux for 3 hours. At the end of the reaction, methanol was removed to leave a crude solid. This was dissolved in water and acidified with HCl to pH 2. The insolubles were filtered. The aqueous solution was basified with 50% N;aOH, and then extracted with dichloromethane. The dichloromethane solution was washed with ... Starting materials: O1C(CCCC1)ON (O-tetrahydro-2H-pyran-2-yl-hydroxylamine), Cl.CN(C)CCCN=C=NCC (dimethylaminopropyl-3-ethylcarbodiimide hydrochloride), C1(=CCCCC1)C=1C=NN(C1)CC[C@](C(=O)O)(S(=O)(=O)C)C ((2R)-4-[4-(cyclohex-1-en-1-yl)-1H-pyrazol-1-yl]-2-methyl-2-(methylsulfonyl)butanoic acid), CCN(C(C)C)C(C)C (DIPEA), O.ON1N=NC2=C1C=CC=C2 (1-hydroxybenzotriazole monohydrate). Run in ClCCl (dichloromethane). Run at time 30 minute. Yields the product C1(=CCCCC1)C=1C=NN(C1)CC[C@](C(=O)NOC1OCCCC1)(S(=O)(=O)C)C ((2R)-4-[4-(cyclohex-1-en-1-yl)-1H-pyrazol-1-yl]-2-methyl-2-(methylsulfonyl)-N-(tetrahydro-2H-pyran-2-yloxy)butanamide). The yield is 52.0%. Reaction SMILES: [C:1]1([C:7]2[CH:8]=[N:9][N:10]([CH2:12][CH2:13][C@@:14]([CH3:22])([S:18]([CH3:21])(=[O:20])=[O:19])[C:15]([OH:17])=O)[CH:11]=2)[CH2:6][CH2:5][CH2:4][CH2:3][CH:2]=1.CCN(C(C)C)C(C)C.O.ON1C2C=CC=CC=2N=N1.[O:43]1[CH2:48][CH2:47][CH2:46][CH2:45][CH:44]1[O:49][NH2:50].Cl.CN(CCCN=C=NCC)C>ClCCl>[C:1]1([C:7]2[CH:8]=[N:9][N:10]([CH2:12][CH2:13][C@@:14]([CH3:22])([S:18]([CH3:21])(=[O:20])=[O:19])[C:15]([NH:50][O:49][CH:44]3[CH2:45][CH2:46][CH2:47][CH2:48][O:43]3)=[O:17])[CH:11]=2)[CH2:6][CH2:5][CH2:4][CH2:3][CH:2]=1 |f:2.3,5.6|. Reported procedure: To a solution of (2R)-4-[4-(cyclohex-1-en-1-yl)-1H-pyrazol-1-yl]-2-methyl-2-(methylsulfonyl)butanoic acid (339 mg, 1.04 mmol, 1.0 eq) in dichloromethane (10 mL) under nitrogen, was added DIPEA (285 mg, 2.20 mmol, 0.384 mL, 2.12 eq) followed by the addition of 1-hydroxybenzotriazole monohydrate (307 mg, 2.00 mmol, 1.93 eq). The solution was allowed to stir for 30 minutes before being treated with O-tetrahydro-2H-pyran-2-yl-hydroxylamine (163 mg, 1.39 mmol, 1.34 eq) and then dimethylaminopropyl-3-... Starting materials: Cl, [H-], [Na+], CN(C)C=O, O=S(=O)(c1cc(O)c2ccccc2c1)N1CC2CCC(CC2)C1, ClCc1cccnc1. Product: O=S(=O)(c1cc(OCc2cccnc2)c2ccccc2c1)N1CC2CCC(CC2)C1. As a reaction SMILES: [ClH:24].[H-:33].[Na+:34].[O:35]=[CH:36][N:37]([CH3:38])[CH3:39].[OH:1][c:2]1[cH:3][c:4]([S:12](=[O:13])(=[O:14])[N:15]2[CH2:16][CH:17]3[CH2:18][CH2:19][CH:20]([CH2:21]2)[CH2:22][CH2:23]3)[cH:5][c:6]2[cH:7][cH:8][cH:9][cH:10][c:11]12.[cH:25]1[c:26]([CH2:31][Cl:32])[cH:27][cH:28][cH:29][n:30]1>>[O:1]([c:2]1[cH:3][c:4]([S:12](=[O:13])(=[O:14])[N:15]2[CH2:16][CH:17]3[CH2:18][CH2:19][CH:20]([CH2:21]2)[CH2:22][CH2:23]3)[cH:5][c:6]2[cH:7][cH:8][cH:9][cH:10][c:11]12)[CH2:31][c:26]1[cH:25][n:30][cH:29][cH:28][cH:27]1. Conditions: time 2 hour. RXN SMILES: [CH3:1][O:2][C:3]([C:5]1[C@H:6]2[CH2:19][CH:18]=[C:17]([CH2:20][F:21])[C@@H:7]2[C@H:8]([O:11]C(OCC)C)[O:9][CH:10]=1)=[O:4].Cl.O>O1CCCC1>[CH3:1][O:2][C:3]([C:5]1[C@H:6]2[CH2:19][CH:18]=[C:17]([CH2:20][F:21])[C@@H:7]2[CH:8]([OH:11])[O:9][CH:10]=1)=[O:4]. Reactants: COC(=O)C=1[C@@H]2[C@@H]([C@@H](OC1)OC(C)OCC)C(=CC2)CF ((1S,4aS,7aR)-1-[1-(ethoxy)ethoxy]-7-(fluoromethyl)-1,4a,5,7a-tetrahydrocyclopenta[c]pyrane-4-carboxylic acid methylester), O (water), Cl (hydrochloric acid). Run in O1CCCC1 (tetrahydrofuran). Product: hexane-ether, COC(=O)C=1[C@@H]2[C@@H](C(OC1)O)C(=CC2)CF ((4aS,7aR)-7-(fluoromethyl)-1-hydroxy-1,4a,5,7a-tetrahydrocyclopenta[c]pyrane-4-carboxylic acid methylester). The yield is 98.2%. Reported procedure: 670 mg of the above (1S,4aS,7aR)-1-[1-(ethoxy)ethoxy]-7-(fluoromethyl)-1,4a,5,7a-tetrahydrocyclopenta[c]pyrane-4-carboxylic acid methylester were dissolved in tetrahydrofuran followed by addition of 2N aqueous hydrochloric acid and stirring for 2 hours at room temperature. The reaction mixture was neutralized after adding water, and then extracted with ethyl acetate. After washing the organic phase with brine, it was dried over magnesium sulfate. After distilling off the solvent under reduced pr... Starting materials: C(C)(C)(C)OC(NC1=C(C=C(C=C1)C#CC1=CC=C(C=C1)OC(F)(F)F)[N+](=O)[O-])=O ([2-nitro-4-(4-trifluoromethoxy-phenylethynyl)-phenyl]-carbamic acid tert.-butyl ester), O.O.Cl[Sn]Cl (SnCl2.2H2O). Product: C(C)(C)(C)OC(NC1=C(C=C(C=C1)C#CC1=CC=C(C=C1)OC(F)(F)F)N)=O ([2-Amino-4-(4-trifluoromethoxy-phenylethynyl)-phenyl]-carbamic acid tert.-butyl ester). The yield is 68.2%. Reaction SMILES: [C:1]([O:5][C:6](=[O:30])[NH:7][C:8]1[CH:13]=[CH:12][C:11]([C:14]#[C:15][C:16]2[CH:21]=[CH:20][C:19]([O:22][C:23]([F:26])([F:25])[F:24])=[CH:18][CH:17]=2)=[CH:10][C:9]=1[N+:27]([O-])=O)([CH3:4])([CH3:3])[CH3:2].O.O.Cl[Sn]Cl>>[C:1]([O:5][C:6](=[O:30])[NH:7][C:8]1[CH:13]=[CH:12][C:11]([C:14]#[C:15][C:16]2[CH:21]=[CH:20][C:19]([O:22][C:23]([F:26])([F:25])[F:24])=[CH:18][CH:17]=2)=[CH:10][C:9]=1[NH2:27])([CH3:4])([CH3:2])[CH3:3] |f:1.2.3|. Procedure: Prepared from [2-nitro-4-(4-trifluoromethoxy-phenylethynyl)-phenyl]-carbamic acid tert.-butyl ester (Example F12) (1.09 g, 2.58 mmol) by reduction with SnCl2.2H2O (2.91 g, 12.9 mmol) according to the general procedure G (method b). Obtained as a light brown solid (690 mg). The reactants are COC(=O)COc1cccc2c1CCC(CNC(=O)OC(c1ccccc1)c1ccccc1)C2, CO, COCCOC, Cl, [Na+], [OH-]. The product is O=C(O)COc1cccc2c1CCC(CNC(=O)OC(c1ccccc1)c1ccccc1)C2. RXN SMILES: [CH3:1][O:2][C:3](=[O:4])[CH2:5][O:6][c:7]1[c:8]2[c:13]([cH:14][cH:15][cH:16]1)[CH2:12][CH:11]([CH2:17][NH:18][C:19]([O:20][CH:21]([c:22]1[cH:23][cH:24][cH:25][cH:26][cH:27]1)[c:28]1[cH:29][cH:30][cH:31][cH:32][cH:33]1)=[O:34])[CH2:10][CH2:9]2.[CH3:35][OH:36].[CH3:37][O:38][CH2:39][CH2:40][O:41][CH3:42].[ClH:43].[Na+:45].[OH-:44]>>[O:2]=[C:3]([OH:4])[CH2:5][O:6][c:7]1[c:8]2[c:13]([cH:14][cH:15][cH:16]1)[CH2:12][CH:11]([CH2:17][NH:18][C:19]([O:20][CH:21]([c:22]1[cH:23][cH:24][cH:25][cH:26][cH:27]1)[c:28]1[cH:29][cH:30][cH:31][cH:32][cH:33]1)=[O:34])[CH2:10][CH2:9]2. Reactants: C(C)OC(=O)C1=C(C2=C(N=C(N=C2)C2=CC=CC=C2)N(C1=O)CCOC)O (7,8-dihydro-5-hydroxy-8-(2-methoxyethyl)-7-oxo-2-phenylpyrido[2,3-d]pyrimidine-6-carboxylic acid ethyl ester), C(C)NCCNCC (diethylethylenediamine), C(C)O (ethanol). The product is C(C)N(CCNC(=O)C1=C(C2=C(N=C(N=C2)C2=CC=CC=C2)N(C1=O)CCOC)O)CC (N-[2-(diethylamino)ethyl]-7,8-dihydro-5-hydroxy-8-(2-methoxyethyl)-7-oxo-2-phenylpyrido[2,3-d]pyrimidine-6-carboxamide). Reaction SMILES: C([O:3][C:4]([C:6]1[C:21](=[O:22])[N:20]([CH2:23][CH2:24][O:25][CH3:26])[C:9]2[N:10]=[C:11]([C:14]3[CH:19]=[CH:18][CH:17]=[CH:16][CH:15]=3)[N:12]=[CH:13][C:8]=2[C:7]=1[OH:27])=O)C.C([NH:30][CH2:31][CH2:32][NH:33][CH2:34][CH3:35])C.[CH2:36](O)[CH3:37]>>[CH2:36]([N:33]([CH2:34][CH3:35])[CH2:32][CH2:31][NH:30][C:4]([C:6]1[C:21](=[O:22])[N:20]([CH2:23][CH2:24][O:25][CH3:26])[C:9]2[N:10]=[C:11]([C:14]3[CH:15]=[CH:16][CH:17]=[CH:18][CH:19]=3)[N:12]=[CH:13][C:8]=2[C:7]=1[OH:27])=[O:3])[CH3:37]. Procedure: To 1.0 g. (0.0027 mole) of 7,8-dihydro-5-hydroxy-8-(2-methoxyethyl)-7-oxo-2-phenylpyrido[2,3-d]pyrimidine-6-carboxylic acid ethyl ester (prepared as in Example 9) was added to 0.63 g. (0.0054 mole) of diethylethylenediamine in 25 ml. of ethanol. This mixture was heater at reflux for 3.5 hours. Then ice-chilling caused the formation of a white solid that was filtered off and re-crystallized from ethanol to give 0.9 g. of product with a m.p. 115°-117° C.